This data is from the Open Reaction Database (ORD), a public repository of structured organic reaction records. The task is: describe an organic reaction: reactants, conditions, products, and yield Starting materials: FC=1C(=C(C(C#N)=CC1)C#N)C#C[Si](C)(C)C (4-fluoro-3-((trimethylsilyl)ethynyl)phthalonitrile), N[C@H](C)C=1C=C(C#N)C=CC1 ((R)-3-(1-aminoethyl)benzonitrile), C(=O)([O-])[O-].[K+].[K+] (K2CO3), PTFE, C(=O)(O)[O-].[Na+] (NaHCO3). The solvent is CN1CCCC1=O (NMP). Run at temperature 60 celsius. The product is C(#N)C=1C=C(C=CC1)[C@@H](C)N1C=CC2=C(C(=CC=C12)C#N)C#N ((R)-1-(1-(3-cyanophenyl)ethyl)-1H-indole-4,5-dicarbonitrile). Isolated yield 45.1%. Reaction SMILES: F[C:2]1[C:3]([C:12]#[C:13][Si](C)(C)C)=[C:4]([C:10]#[N:11])[C:5](=[CH:8][CH:9]=1)[C:6]#[N:7].[NH2:18][C@@H:19]([C:21]1[CH:22]=[C:23]([CH:26]=[CH:27][CH:28]=1)[C:24]#[N:25])[CH3:20].C([O-])([O-])=O.[K+].[K+].C([O-])(O)=O.[Na+]>CN1C(=O)CCC1>[C:24]([C:23]1[CH:22]=[C:21]([C@H:19]([N:18]2[C:2]3[C:3](=[C:4]([C:10]#[N:11])[C:5]([C:6]#[N:7])=[CH:8][CH:9]=3)[CH:12]=[CH:13]2)[CH3:20])[CH:28]=[CH:27][CH:26]=1)#[N:25] |f:2.3.4,5.6|. Reported procedure: An oven-dried vial was charged with 4-fluoro-3-((trimethylsilyl)ethynyl)phthalonitrile (Example 40C) (0.128 g, 0.528 mmol), (R)-3-(1-aminoethyl)benzonitrile (0.085 g, 0.581 mmol), and K2CO3 (0.080 g, 0.581 mmol) and sealed with a rubber septum. Anhyd NMP (3 mL) was added via syringe and the mixture was stirred in a heating block at 60° C. under N2. After 3.5 h the septum was replaced with a PTFE-faced crimp top and the mixture was subjected to microwave heating (140° C.) for 20 min. Upon cooling... As a reaction SMILES: [F:1][C:2]1[CH:8]=[CH:7][C:5]([NH2:6])=[CH:4][C:3]=1[N+:9]([O-:11])=[O:10].[Cl:12][CH2:13][S:14](Cl)(=[O:16])=[O:15].Cl>N1C=CC=CC=1>[Cl:12][CH2:13][S:14]([NH:6][C:5]1[CH:7]=[CH:8][C:2]([F:1])=[C:3]([N+:9]([O-:11])=[O:10])[CH:4]=1)(=[O:16])=[O:15]. Reaction conditions: time 4 hour. Reported procedure: To a solution of 4-fluoro-3-nitroaniline (23.4 g, 0.15 mol) in anhydrous pyridine (120 mL) was added dropwise a solution of chloromethylsulfonyl chloride (22.35 g, 0.15 mol) at 0° C. under a nitrogen atmosphere. The mixture was then stirred at 0°-5° C. for 4 h and then the mixture was poured onto ice (1500 g) containing concentrated aqueous hydrochloric acid (300 mL). The mixture was filtered, and the residue was dissolved in methylene chloride (1200 mL). After drying (MgSO4) and concentration u... Solvent: N1=CC=CC=C1 (pyridine). Yields the product ClCS(=O)(=O)NC1=CC(=C(C=C1)F)[N+](=O)[O-] (1-Chloro-N-(4-fluoro-3-nitrophenyl)methanesulfonamide). Starting materials: FC1=C(C=C(N)C=C1)[N+](=O)[O-] (4-fluoro-3-nitroaniline), ClCS(=O)(=O)Cl (chloromethylsulfonyl chloride), Cl (hydrochloric acid). Reaction SMILES: [CH2:1]([N:8]([CH2:14]OC)[CH2:9][Si](C)(C)C)[C:2]1[CH:7]=[CH:6][CH:5]=[CH:4][CH:3]=1.[Si:17]([O:24][CH2:25][C@@H:26]([CH3:30])/[CH:27]=[CH:28]/[CH3:29])([C:20]([CH3:23])([CH3:22])[CH3:21])([CH3:19])[CH3:18].FC(F)(F)[C:33](O)=[O:34].O.C(=O)(O)[O-:40].[Na+]>ClCCl>[CH3:33][O:34][C:29]([CH:28]1[CH:27]([C@H:26]([CH3:30])[CH2:25][O:24][Si:17]([C:20]([CH3:21])([CH3:22])[CH3:23])([CH3:19])[CH3:18])[CH2:9][N:8]([CH2:1][C:2]2[CH:3]=[CH:4][CH:5]=[CH:6][CH:7]=2)[CH2:14]1)=[O:40] |f:3.4.5|. The solvent is ClCCl (dichloromethane). The product is COC(=O)C1CN(CC1[C@@H](CO[Si](C)(C)C(C)(C)C)C)CC1=CC=CC=C1 (1-Benzyl-4-[(S)-2-(tert-butyldimethylsilyloxy)-1-(methyl)ethyl]pyrrolidine-3-carboxylic acid methyl ester). Reported procedure: N-Benzyl-N-(methoxymethyl)-N-trimethylsilylmethylamine (2.97 mL, 11.6 mmol) was added to a solution of (E)-(S)-5-(tert-butyldimethylsilyloxy)-4-methylpent-2-ene acid methyl ester (2.5 g, 9.67 mmol) in dichloromethane (20 mL), and then a trace amount of trifluoroacetic acid was added. The mixture was stirred for 30 minutes and then saturated sodium bicarbonate water was added. The organic layer was separated and dried over magnesium sulfate. After filtration, the solvent was evaporated under redu... Isolated yield 78.0%. The reactants are O.C([O-])(O)=O.[Na+] (sodium bicarbonate water), C(C1=CC=CC=C1)N(C[Si](C)(C)C)COC (N-Benzyl-N-(methoxymethyl)-N-trimethylsilylmethylamine), [Si](C)(C)(C(C)(C)C)OC[C@H](/C=C/C)C ((E)-(S)-5-(tert-butyldimethylsilyloxy)-4-methylpent-2-ene), FC(C(=O)O)(F)F (trifluoroacetic acid). Reaction conditions: time 30 minute.